From a dataset of the Open Reaction Database (ORD), a public repository of structured organic reaction records. describe an organic reaction: reactants, conditions, products, and yield Reactants: ClC1=C(C=CC=C1)\C(\C)=N/NC ((Z)-1-[1-(2-chlorophenyl)ethylidene]-2-methylhydrazine), [Cl-].ClC=[N+](C)C ((chloromethylidene)dimethylazanium chloride), CN(C=O)C (N,N-dimethylformamide). Run at temperature 50 celsius, time 8 hour. The product is ClC1=C(C=CC=C1)C1=NN(C=C1C=O)C (3-(2-chlorophenyl)-1-methyl-1H-pyrazole-4-carbaldehyde). Yield: 41.0%. As a reaction SMILES: [Cl:1][C:2]1[CH:7]=[CH:6][CH:5]=[CH:4][C:3]=1/[C:8](=[N:10]\[NH:11][CH3:12])/[CH3:9].[Cl-].Cl[CH:15]=[N+](C)C.CN(C)[CH:21]=[O:22]>>[Cl:1][C:2]1[CH:7]=[CH:6][CH:5]=[CH:4][C:3]=1[C:8]1[C:9]([CH:21]=[O:22])=[CH:12][N:11]([CH3:15])[N:10]=1 |f:1.2|. Procedure details: A 100 mL round-bottom flask was purged and maintained with an inert atmosphere of nitrogen and charged with (Z)-1-[1-(2-chlorophenyl)ethylidene]-2-methylhydrazine (2.00 g, 10.9 mmol, 1.00 equiv), (chloromethylidene)dimethylazanium chloride (12.7 g, 99.2 mmol, 9.06 equiv) and N,N-dimethylformamide (40 mL). The resulting solution was stirred overnight at 50° C. The reaction progress was monitored by LCMS. The reaction was then quenched by the addition of saturated sodium carbonate solution (100 mL... RXN SMILES: [O:1]1[CH2:5][C:4](=O)[CH2:3][C:2]1=[O:7].[CH3:8][C:9]1([NH:15][C:16]([NH2:18])=[O:17])[CH2:14][CH2:13][CH2:12][CH2:11][CH2:10]1>>[CH3:8][C:9]1([NH:15][C:16]([NH:18][C:4]2[CH2:5][O:1][C:2](=[O:7])[CH:3]=2)=[O:17])[CH2:14][CH2:13][CH2:12][CH2:11][CH2:10]1. Reactants: O1C(CC(C1)=O)=O (2,4-furandione), CC1(CCCCC1)NC(=O)N (1-methylcyclohexylurea). Procedure: Using the procedure described in Example 2 using 5 g of 2,4-furandione and 6 g of 1-methylcyclohexylurea there is obtained 3.5 g 1-(1-methylcyclohexyl)-3-(2,5-dihydro-5-oxo-3-furyl)urea, m.p. 183°C. (decomposition). The yield is 38.2%. The product is CC1(CCCCC1)NC(=O)NC=1COC(C1)=O (1-(1-methylcyclohexyl)-3-(2,5-dihydro-5-oxo-3-furyl)urea).